This data is from the Open Reaction Database (ORD), a public repository of structured organic reaction records. The task is: describe an organic reaction: reactants, conditions, products, and yield Starting materials: CC1=NN(C(=C1C1=CC=CC=C1)C)C1=CC=C(C=C1)CCNC(OC1=CC=CC=C1)=O (Phenyl 2-[4-(3,5-dimethyl-4-phenyl-1H-pyrazol-1-yl)phenyl]ethylcarbamate), C1(=CC=C(C=C1)S(=O)(=O)N)S(=O)(=O)N (benzene-1,4-disulfonamide). Yields the product CC1=NN(C(=C1C1=CC=CC=C1)C)C1=CC=C(C=C1)CCNC(=O)NS(=O)(=O)C1=CC=C(C=C1)S(=O)(=O)N (N-[({2-[4-(3,5-dimethyl-4-phenyl-1H-pyrazol-1-yl)phenyl]ethyl}amino) carbonyl]benzene-1,4-disulfonamide). As a reaction SMILES: [CH3:1][C:2]1[C:6]([C:7]2[CH:12]=[CH:11][CH:10]=[CH:9][CH:8]=2)=[C:5]([CH3:13])[N:4]([C:14]2[CH:19]=[CH:18][C:17]([CH2:20][CH2:21][NH:22][C:23](=[O:31])OC3C=CC=CC=3)=[CH:16][CH:15]=2)[N:3]=1.[C:32]1([S:42]([NH2:45])(=[O:44])=[O:43])[CH:37]=[CH:36][C:35]([S:38]([NH2:41])(=[O:40])=[O:39])=[CH:34][CH:33]=1>>[CH3:1][C:2]1[C:6]([C:7]2[CH:12]=[CH:11][CH:10]=[CH:9][CH:8]=2)=[C:5]([CH3:13])[N:4]([C:14]2[CH:19]=[CH:18][C:17]([CH2:20][CH2:21][NH:22][C:23]([NH:45][S:42]([C:32]3[CH:33]=[CH:34][C:35]([S:38]([NH2:41])(=[O:40])=[O:39])=[CH:36][CH:37]=3)(=[O:44])=[O:43])=[O:31])=[CH:16][CH:15]=2)[N:3]=1. Procedure details: The title compound was prepared according to the procedure described in step 2 of Example 22 from phenyl 2-[4-(3,5-dimethyl-4-phenyl-1H-pyrazol-1-yl)phenyl]ethylcarbamate (step 1 of Example 22) and benzene-1,4-disulfonamide: 1H-NMR (DMSO-d6) δ 8.10-8.01 (4H, m), 7.63 (2H, s), 7.48-7.27 (9H, m), 6.62-6.59 (1H, m), 3.28-3.21 (2H, m), 2.73 (21H, t, J=7.2 Hz), 2.27 (3H, s), 2.23 (3H, s). Reaction SMILES: [CH3:35][CH:36]([OH:37])[CH3:38].[CH3:39][CH2:40][OH:41].[CH:28]([O:29][CH:30]([CH3:31])[CH3:32])([CH3:33])[CH3:34].[c:1]1([C:7]([OH:8])([CH:9]2[CH2:10][CH2:11][N:12]([CH2:15][c:16]3[cH:17][cH:18][cH:19][cH:20][cH:21]3)[CH2:13][CH2:14]2)[c:22]2[cH:23][cH:24][cH:25][cH:26][cH:27]2)[cH:2][cH:3][cH:4][cH:5][cH:6]1>>[c:1]1([C:7]([OH:8])([CH:9]2[CH2:10][CH2:11][NH:12][CH2:13][CH2:14]2)[c:22]2[cH:23][cH:24][cH:25][cH:26][cH:27]2)[cH:2][cH:3][cH:4][cH:5][cH:6]1. The reactants are CC(C)O, CCO, CC(C)OC(C)C, OC(c1ccccc1)(c1ccccc1)C1CCN(Cc2ccccc2)CC1. The product is OC(c1ccccc1)(c1ccccc1)C1CCNCC1. Reaction SMILES: [CH3:1][O:2][C:3]([C:5]1[NH:6][C:7]2[C:12]([CH:13]=1)=[CH:11][C:10]([F:14])=[C:9]([O:15]CC1C=CC=CC=1)[CH:8]=2)=[O:4]>C(OCC)(=O)C.[Pd]>[CH3:1][O:2][C:3]([C:5]1[NH:6][C:7]2[C:12]([CH:13]=1)=[CH:11][C:10]([F:14])=[C:9]([OH:15])[CH:8]=2)=[O:4]. The reagents and catalysts are [Pd] (Pd/C). Run in C(C)(=O)OCC (ethyl acetate). Procedure: A solution of 20.2 g (0.067 mol) 6-benzyloxy-5-fluoro-1H-indole-2-carboxylic acid methyl ester in 800 ml ethyl acetate was treated with 2 g (10%) Pd/C and hydrogenated at 1 bar for 2 h. After filtration and evaporation the residue was re-crystallized from ethyl acetate. The crystals were filtered off washed with diethyl ether and dried at 40° C. under vacuum to yield 10.9 g (74%) of the title compound as white crystals. MS (m/e): 208.1 (MH−, 100%). The yield is 77.8%. The reactants are COC(=O)C=1NC2=CC(=C(C=C2C1)F)OCC1=CC=CC=C1 (6-benzyloxy-5-fluoro-1H-indole-2-carboxylic acid methyl ester). The product is COC(=O)C=1NC2=CC(=C(C=C2C1)F)O (5-Fluoro-6-hydroxy-1H-indole-2-carboxylic acid methyl ester). Starting materials: [BH4-], CO, [Na+], O, O=CC1=C(c2ccc3sccc3c2)N2CCN=C2S1. Yields the product OCC1=C(c2ccc3sccc3c2)N2CCN=C2S1. As a reaction SMILES: [BH4-:1].[CH3:23][OH:24].[Na+:2].[OH2:22].[s:3]1[c:4]2[c:5]([cH:6][cH:7]1)[cH:8][c:9]([C:12]1=[C:16]([CH:17]=[O:18])[S:15][C:14]3=[N:19][CH2:20][CH2:21][N:13]13)[cH:10][cH:11]2>>[s:3]1[c:4]2[c:5]([cH:6][cH:7]1)[cH:8][c:9]([C:12]1=[C:16]([CH2:17][OH:18])[S:15][C:14]3=[N:19][CH2:20][CH2:21][N:13]13)[cH:10][cH:11]2. The reactants are ICC1CCCC1 (iodomethylcyclopentane), COC(CC1=CC(=CC=C1)SC(F)(F)F)=O ((3-trifluoromethylsulfanyl-phenyl)-acetic acid methyl ester), C(C)(C)NC(C)C (diisopropylamine), solution, C(CCC)[Li] (n-butyllithium), hexanes. Run in O1CCCC1 (tetrahydrofuran), O1CCCC1 (tetrahydrofuran), O1CCCC1 (tetrahydrofuran), CN1C(N(CCC1)C)=O (1,3-dimethyl-3,4,5,6-tetrahydro-2(1H)-pyrimidinone). Conditions: temperature -78 celsius, time 30 minute. The product is hexanes ethyl acetate, COC(C(CC1CCCC1)C1=CC(=CC=C1)SC(F)(F)F)=O (3-cyclopentyl-2-(3-trifluoromethylsulfanyl-phenyl)-propionic acid methyl ester). Yield: 88.8%. Reaction SMILES: C(NC(C)C)(C)C.C([Li])CCC.[CH3:13][O:14][C:15](=[O:28])[CH2:16][C:17]1[CH:22]=[CH:21][CH:20]=[C:19]([S:23][C:24]([F:27])([F:26])[F:25])[CH:18]=1.I[CH2:30][CH:31]1[CH2:35][CH2:34][CH2:33][CH2:32]1>O1CCCC1.CN1CCCN(C)C1=O>[CH3:13][O:14][C:15](=[O:28])[CH:16]([C:17]1[CH:22]=[CH:21][CH:20]=[C:19]([S:23][C:24]([F:27])([F:25])[F:26])[CH:18]=1)[CH2:30][CH:31]1[CH2:35][CH2:34][CH2:33][CH2:32]1. Procedure details: A solution of diisopropylamine (1.5 mL, 10.5 mmol) in dry tetrahydrofuran (27 mL) and 1,3-dimethyl-3,4,5,6-tetrahydro-2(1H)-pyrimidinone (8 mL) was cooled to −78° C. under nitrogen and then treated with a 2.5M solution of n-butyllithium in hexanes (4.2 mL, 10.5 mmol). The resulting reaction mixture was stirred at −78° C. for 30 min and then treated dropwise with a solution of (3-trifluoromethylsulfanyl-phenyl)-acetic acid methyl ester (2.50 g, 10.0 mmol) in a small amount of tetrahydrofuran. The... The reactants are Cl (hydrochloric acid), solution, C1(=C(C(=C(C(=C1F)F)F)N)F)N.Cl.Cl (dihydrochloride), N[C@H]([C@@H](CNCC1=CC(=CC=C1)CC)O)CC1=CC(=CC(=C1)F)F ((2R,3S)-3-amino-4-(3,5-difluorophenyl)-1-[(3-ethylbenzyl)amino]butan-2-ol), CS(=O)(=O)CC1CCN(CC1)C(=O)OC(C)(C)C (tert-butyl 4-[(methylsulfonyl)methyl]piperidine-1-carboxylate), ice, ClC(Cl)(OC(OC(Cl)(Cl)Cl)=O)Cl (triphosgene), C(C)(C)N(CC)C(C)C (diisopropylethylamine). Solvent: C(C)OCC (diethyl ether), C(Cl)Cl (methylene chloride), CO (methanol), C(Cl)Cl (methylene chloride), C(Cl)Cl (methylene chloride). The product is FC=1C=C(C[C@@H]([C@@H](CNCC2=CC(=CC=C2)CC)O)NC(=O)N2CCC(CC2)CS(=O)(=O)C)C=C(C1)F (N-{(1S,2R) -1-(3,5-difluorobenzyl)-3-[(3-ethylbenzyl)amino]-2-hydroxypropyl}-4-[(methylsulfonyl)methyl]piperidine-1-carboxamide). Yield: 7.2%. As a reaction SMILES: ClC(Cl)(OC(=O)OC(Cl)(Cl)Cl)Cl.C(N(C(C)C)CC)(C)C.[CH3:22][S:23]([CH2:26][CH:27]1[CH2:32][CH2:31][N:30]([C:33]([O:35]C(C)(C)C)=O)[CH2:29][CH2:28]1)(=[O:25])=[O:24].C1(N)C(F)=C(F)C(F)=C(N)C=1F.Cl.Cl.[NH2:54][C@@H:55]([CH2:69][C:70]1[CH:75]=[C:74]([F:76])[CH:73]=[C:72]([F:77])[CH:71]=1)[C@H:56]([OH:68])[CH2:57][NH:58][CH2:59][C:60]1[CH:65]=[CH:64][CH:63]=[C:62]([CH2:66][CH3:67])[CH:61]=1.Cl>C(Cl)Cl.CO.C(OCC)C>[F:76][C:74]1[CH:75]=[C:70]([CH:71]=[C:72]([F:77])[CH:73]=1)[CH2:69][C@H:55]([NH:54][C:33]([N:30]1[CH2:29][CH2:28][CH:27]([CH2:26][S:23]([CH3:22])(=[O:24])=[O:25])[CH2:32][CH2:31]1)=[O:35])[C@H:56]([OH:68])[CH2:57][NH:58][CH2:59][C:60]1[CH:65]=[CH:64][CH:63]=[C:62]([CH2:66][CH3:67])[CH:61]=1 |f:3.4.5|. Procedure: To an ice-cold, stirred solution of triphosgene (108 mg, 0.36 mmol) and diisopropylethylamine (0.6 mL, 3.3 mmol) in methylene chloride (2.0 mL) was added amino sulfone from step 4 (210 mg, 0.98 mmol) in methylene chloride (3.5 mL) dropwise. After 5 min a solution of dihydrochloride of (2R,3S)-3-amino-4-(3,5-difluorophenyl)-1-[(3-ethylbenzyl)amino]butan-2-ol (401 mg, 0.98 mmol) was added and the reaction mixture was warmed until the solution became homogeneous. The reaction mixture was diluted wi... Reactants: [H-].[Na+] (sodium hydride), C(#N)C1=C(C(=C2C=CC=CN2C1=O)C(=O)OCC)NCC1=NC=CC=C1 (3-cyano-1-ethoxycarbonyl-2-(2-pyridylmethylamino)-4H-quinolizin-4-one). The solvent is CO (methanol). Yields the product C(#N)C1=C(C(=C2C=CC=CN2C1=O)C(=O)OC)NCC1=NC=CC=C1 (3-cyano-1-methoxycarbonyl-2-(2-pyridylmethylamino)-4H-quinolizin-4-one). Yield: 88.9%. Reaction SMILES: [C:1]([C:3]1[C:12](=[O:13])[N:11]2[C:6]([CH:7]=[CH:8][CH:9]=[CH:10]2)=[C:5]([C:14]([O:16][CH2:17]C)=[O:15])[C:4]=1[NH:19][CH2:20][C:21]1[CH:26]=[CH:25][CH:24]=[CH:23][N:22]=1)#[N:2].[H-].[Na+]>CO>[C:1]([C:3]1[C:12](=[O:13])[N:11]2[C:6]([CH:7]=[CH:8][CH:9]=[CH:10]2)=[C:5]([C:14]([O:16][CH3:17])=[O:15])[C:4]=1[NH:19][CH2:20][C:21]1[CH:26]=[CH:25][CH:24]=[CH:23][N:22]=1)#[N:2] |f:1.2|. Procedure: To a solution of 3.00 g of 3-cyano-1-ethoxycarbonyl-2-(2-pyridylmethylamino)-4H-quinolizin-4-one in 1000 ml of abs. methanol was added 40 mg of sodium hydride and the reaction mixture was heated under reflux for 3 hours. After cooling, the precipitated crystals were collected by filtration to give 2.56 g of 3-cyano-1-methoxycarbonyl-2-(2-pyridylmethylamino)-4H-quinolizin-4-one. The reactants are C(C)OP(=O)(OCC)CC(=O)OC (methyl diethylphosphonoacetate), C[Si](C)(C)[N-][Si](C)(C)C.[Li+] (lithium bis(trimethylsilyl)amide), C1(=CC=CC=C1)C1(CCC(CC1)=O)CNC(=O)C1=C(C=CC=C1)OC (4-phenyl-4-(3-(2-methoxyphenyl)-3-oxo-2-azaprop-1-yl)cyclohexanone). Run in C1CCOC1 (THF), C1CCOC1 (THF). Run at time 50 minute. Yields the product COC(=O)C1CCC(CC1)(CNC(=O)C1=C(C=CC=C1)OC#C)C1=CC=CC=C1 (1-Methoxycarbonylmethylidenyl-4-phenyl-4-(3-(2-methoxyphenyl)-3-oxo-2-azaprop-1-yl)-cyclohexane). Reaction SMILES: C(OP([CH2:9][C:10]([O:12][CH3:13])=[O:11])(OCC)=O)C.[CH3:14][Si]([N-][Si](C)(C)C)(C)C.[Li+].[C:24]1([C:30]2([CH2:37][NH:38][C:39]([C:41]3[CH:46]=[CH:45][CH:44]=[CH:43][C:42]=3[O:47][CH3:48])=[O:40])[CH2:35][CH2:34]C(=O)[CH2:32][CH2:31]2)[CH:29]=[CH:28][CH:27]=[CH:26][CH:25]=1>C1COCC1>[CH3:13][O:12][C:10]([CH:9]1[CH2:34][CH2:35][C:30]([C:24]2[CH:29]=[CH:28][CH:27]=[CH:26][CH:25]=2)([CH2:37][NH:38][C:39]([C:41]2[CH:46]=[CH:45][CH:44]=[CH:43][C:42]=2[O:47][C:48]#[CH:14])=[O:40])[CH2:31][CH2:32]1)=[O:11] |f:1.2|. Procedure: To a solution of methyl diethylphosphonoacetate (0.088 mL, 0.48 mmol) in 2 mL of THF was added lithium bis(trimethylsilyl)amide (0.48 mL, 1N, 0.48 mmol in THF) at 0° C. and the reaction mixture stirred for 50 min The solution was then added to a solution of 4-phenyl-4-(3-(2-methoxyphenyl)-3-oxo-2-azaprop-1-yl)cyclohexanone (67.1 mg, 0.20 mmol) in 2 mL of THF at −78° C. and the solution was allowed to warm to rt overnight. The solution was then filtered through a plug of silica gel, concentrated ...